Dataset: the Open Reaction Database (ORD), a public repository of structured organic reaction records. Task: describe an organic reaction: reactants, conditions, products, and yield Starting materials: C1(=CC=CC=C1)CCC(C)O (racemic 4-phenyl-2-butanol), C(C)(=O)OC(=C)C (isopropenyl acetate), C1(=CC=CC=C1)CC[C@@H](C)O ((R)-4-phenyl-2-butanol), C(C)(=O)[O-] (acetate), 30m. The solvent is C1(=CC=CC=C1)C (toluene). Conditions: time 5 day. The product is C1(=CC=CC=C1)CC[C@H](C)O ((S)-4-phenyl-2-butanol), C(C)(=O)O[C@@H](CCC1=CC=CC=C1)C ((R)-1-methyl-3-phenylpropyl acetate). As a reaction SMILES: [C:1]1([CH2:7][CH2:8][CH:9]([OH:11])[CH3:10])[CH:6]=[CH:5][CH:4]=[CH:3][CH:2]=1.[C:12]([O:15][C:16]([CH3:18])=[CH2:17])(=[O:14])[CH3:13].[C:19]1([CH2:25]C[C@H](O)C)[CH:24]=[CH:23][CH:22]=[CH:21][CH:20]=1.C([O-])(=O)C>C1(C)C=CC=CC=1>[C:1]1([CH2:7][CH2:8][C@@H:9]([OH:11])[CH3:10])[CH:6]=[CH:5][CH:4]=[CH:3][CH:2]=1.[C:12]([O:15][C@H:16]([CH3:18])[CH2:17][CH2:25][C:19]1[CH:24]=[CH:23][CH:22]=[CH:21][CH:20]=1)(=[O:14])[CH3:13]. Reported procedure: Chemicals. The racemic (rac), (S)-, and (R)-forms of 1-phenyl-2-propanol, racemic 4-phenyl-2-butanol, NaIO4, Na2Cr2O7.2H2O, and isopropenyl acetate were purchased from Aldrich (St. Louis, Mo.). Benzylacetone was purchased from ACROS Organics (Morris Plains, N.J.). Candida Antarctica lipase immobilized on acrylic resin was purchased from Sigma (L4777). Phenylacetone Synthesis. Phenylacetone was synthesized from (rac)-1-phenyl-2-propanol as described Vondervoot et al., (2002) Synlett, 2:243-246, h... The reactants are NC1=NC(=NS1)C(F)(F)F (5-amino-3-trifluoromethyl-1,2,4-thiadiazole), C(C)(=O)Cl (acetyl chloride). Run in C=1(C(=CC=CC1)C)C (xylene). Yields the product C(C)(=O)NC1=NC(=NS1)C(F)(F)F (5-Acetamido-3-Trifluoromethyl-1,2,4-Thiadiazole). Isolated yield 27.5%. RXN SMILES: [NH2:1][C:2]1[S:6][N:5]=[C:4]([C:7]([F:10])([F:9])[F:8])[N:3]=1.[C:11](Cl)(=[O:13])[CH3:12]>C1(C)C(C)=CC=CC=1>[C:11]([NH:1][C:2]1[S:6][N:5]=[C:4]([C:7]([F:10])([F:9])[F:8])[N:3]=1)(=[O:13])[CH3:12]. Procedure details: A solution of 4.3 grams (0.05 mole) 5-amino-3-trifluoromethyl-1,2,4-thiadiazole and 7.0 grams (0.09 mole) acetyl chloride in 50 milliliters xylene was refluxed at about 140° C. for 20 hours. Upon cooling to room temperature 2.9 grams (55% yield) pure product precipitated; m.p. 178.1° C.